This data is from the Open Reaction Database (ORD), a public repository of structured organic reaction records. The task is: describe an organic reaction: reactants, conditions, products, and yield Conditions: time 8 hour. The solvent is O1CCCC1 (tetrahydrofuran). The product is CC(C(=O)O)(C)SC=1SC=C(N1)CCNC1=CC=C(C=C1)CCCCC (2-methyl-2-[(4-{2-[(4-pentylphenyl)amino]ethyl}-1,3-thiazol-2-yl)thio]propionic acid). As a reaction SMILES: [C:1]([CH2:4][C:5]1[N:6]=[C:7]([S:10][C:11]([CH3:16])([CH3:15])[C:12]([OH:14])=[O:13])[S:8][CH:9]=1)(O)=O.[CH2:17]([C:22]1[CH:28]=[CH:27][C:25]([NH2:26])=[CH:24][CH:23]=1)[CH2:18][CH2:19][CH2:20][CH3:21]>O1CCCC1>[CH3:15][C:11]([S:10][C:7]1[S:8][CH:9]=[C:5]([CH2:4][CH2:1][NH:26][C:25]2[CH:27]=[CH:28][C:22]([CH2:17][CH2:18][CH2:19][CH2:20][CH3:21])=[CH:23][CH:24]=2)[N:6]=1)([CH3:16])[C:12]([OH:14])=[O:13]. Procedure details: An operation similar to that of Example 520-1 was performed using 2-{[4-(carboxymethyl)-1,3-thiazol-2-yl]thio}-2-methylpropionic acid resin synthesized in Example 461-4 and 4-amylaniline (0.098 g) as starting materials. To the obtained resin were added tetrahydrofuran (2.0 mL) and 1 mol/L borane-tetrahydrofuran complex (2.0 mL), and the mixture was stirred at room temperature overnight. The resin was collected by filtration from the reaction mixture, washed once with tetrahydrofuran, twice with ... The reactants are C(=O)(O)CC=1N=C(SC1)SC(C(=O)O)(C)C (2-{[4-(carboxymethyl)-1,3-thiazol-2-yl]thio}-2-methylpropionic acid), C(CCCC)C1=CC=C(N)C=C1 (4-amylaniline). As a reaction SMILES: [Cl:19][C:20]([C:21]([Cl:22])=[O:23])=[O:24].[Cl:1][c:2]1[c:3]([CH3:11])[cH:4][c:5]([C:6](=[O:7])[OH:8])[cH:9][cH:10]1.[Cl:25][CH2:26][Cl:27].[Na+:18].[O:12]=[CH:13][N:14]([CH3:15])[CH3:16].[OH-:17]>>[Cl:1][c:2]1[c:3]([CH3:11])[cH:4][c:5]([C:6](=[O:7])[Cl:19])[cH:9][cH:10]1. Reactants: O=C(Cl)C(=O)Cl, Cc1cc(C(=O)O)ccc1Cl, ClCCl, [Na+], CN(C)C=O, [OH-]. Yields the product Cc1cc(C(=O)Cl)ccc1Cl. The reactants are S(=O)(Cl)Cl (thionyl chloride), C(C)SC1CC(N1C(C(=O)OCC1=CC=C(C=C1)[N+](=O)[O-])O)=O (p-nitrobenzyl 2-(4-ethylthio-2-oxo-1-azetidinyl)-2-hydroxyacetate), CC1=NC(=CC=C1)C (2,6-dimethylpyridine). Run in O1CCCC1 (tetrahydrofuran), O1CCCC1 (tetrahydrofuran). Conditions: time 15 minute. Yields the product C(C)SC1CC(N1C(C(=O)OCC1=CC=C(C=C1)[N+](=O)[O-])Cl)=O (p-Nitrobenzyl 2-(4-Ethylthio-2-oxo-1-azetidinyl)-2-chloroacetate), liquid. Reaction SMILES: [CH2:1]([S:3][CH:4]1[N:7]([CH:8](O)[C:9]([O:11][CH2:12][C:13]2[CH:18]=[CH:17][C:16]([N+:19]([O-:21])=[O:20])=[CH:15][CH:14]=2)=[O:10])[C:6](=[O:23])[CH2:5]1)[CH3:2].CC1C=CC=C(C)N=1.S(Cl)([Cl:34])=O>O1CCCC1>[CH2:1]([S:3][CH:4]1[N:7]([CH:8]([Cl:34])[C:9]([O:11][CH2:12][C:13]2[CH:18]=[CH:17][C:16]([N+:19]([O-:21])=[O:20])=[CH:15][CH:14]=2)=[O:10])[C:6](=[O:23])[CH2:5]1)[CH3:2]. Reported procedure: To a stirred solution of 6.8 g. of p-nitrobenzyl 2-(4-ethylthio-2-oxo-1-azetidinyl)-2-hydroxyacetate in 200 ml. of tetrahydrofuran at 0°-5° C. was added 2.98 ml. of 2,6-dimethylpyridine. This was followed by dropwise addition of a solution of 1.73 ml. of thionyl chloride in 20 ml. of tetrahydrofuran, over a 5-minute period. Stirring was continued at 0°-5° C. for 15 minutes, and then the reaction mixture was filtered. The filtrate was evaporated to dryness in vacuo, and the residue was dissolved ... Reactants: CC(NC(Cc1ccc(-c2cccc(Cl)c2)cc1)C(=O)OCc1ccccc1)C(=O)OC(C)(C)C, ClCCl, O=C(O)C(F)(F)F. The product is CC(NC(Cc1ccc(-c2cccc(Cl)c2)cc1)C(=O)OCc1ccccc1)C(=O)O. Reaction SMILES: [CH2:1]([c:2]1[cH:3][cH:4][cH:5][cH:6][cH:7]1)[O:8][C:9]([CH:10]([CH2:11][c:12]1[cH:13][cH:14][c:15](-[c:18]2[cH:19][c:20]([Cl:24])[cH:21][cH:22][cH:23]2)[cH:16][cH:17]1)[NH:25][CH:26]([CH3:27])[C:28](=[O:29])[O:30][C:31]([CH3:32])([CH3:33])[CH3:34])=[O:35].[Cl:43][CH2:44][Cl:45].[F:36][C:37]([F:38])([F:39])[C:40]([OH:41])=[O:42]>>[CH2:1]([c:2]1[cH:3][cH:4][cH:5][cH:6][cH:7]1)[O:8][C:9]([CH:10]([CH2:11][c:12]1[cH:13][cH:14][c:15](-[c:18]2[cH:19][c:20]([Cl:24])[cH:21][cH:22][cH:23]2)[cH:16][cH:17]1)[NH:25][CH:26]([CH3:27])[C:28](=[O:29])[OH:30])=[O:35]. Starting materials: COc1nc2c(cnn2C2CCN(C(=O)OC(C)(C)C)CC2)c(=O)[nH]1, CN(C)C=O, O=P(Cl)(Cl)Cl. Product: COc1nc(Cl)c2cnn(C3CCN(C(=O)OC(C)(C)C)CC3)c2n1. As a reaction SMILES: [C:1]([CH3:2])([CH3:3])([CH3:4])[O:5][C:6](=[O:7])[N:8]1[CH2:9][CH2:10][CH:11]([n:14]2[n:15][cH:16][c:17]3[c:18]2[n:19][c:20]([O:24][CH3:25])[nH:21][c:22]3=[O:23])[CH2:12][CH2:13]1.[CH3:31][N:32]([CH3:33])[CH:34]=[O:35].[P:26]([Cl:27])([Cl:28])([Cl:29])=[O:30]>>[C:1]([CH3:2])([CH3:3])([CH3:4])[O:5][C:6](=[O:7])[N:8]1[CH2:9][CH2:10][CH:11]([n:14]2[n:15][cH:16][c:17]3[c:18]2[n:19][c:20]([O:24][CH3:25])[n:21][c:22]3[Cl:28])[CH2:12][CH2:13]1. Reactants: CC(C)(C)c1cc(N)n(-c2cc(F)ccc2F)n1, O=C(O)Cc1ccc(-n2cnc3cccnc32)cc1. Product: CC(C)(C)c1cc(NC(=O)Cc2ccc(-n3cnc4cccnc43)cc2)n(-c2cc(F)ccc2F)n1. RXN SMILES: [C:20]([CH3:21])([CH3:22])([CH3:23])[c:24]1[cH:25][c:26]([NH2:37])[n:27](-[c:29]2[c:30]([F:36])[cH:31][cH:32][c:33]([F:35])[cH:34]2)[n:28]1.[n:1]1[cH:2][n:3](-[c:10]2[cH:11][cH:12][c:13]([CH2:16][C:17](=[O:18])[OH:19])[cH:14][cH:15]2)[c:4]2[n:5][cH:6][cH:7][cH:8][c:9]12>>[n:1]1[cH:2][n:3](-[c:10]2[cH:11][cH:12][c:13]([CH2:16][C:17](=[O:19])[NH:37][c:26]3[cH:25][c:24]([C:20]([CH3:21])([CH3:22])[CH3:23])[n:28][n:27]3-[c:29]3[c:30]([F:36])[cH:31][cH:32][c:33]([F:35])[cH:34]3)[cH:14][cH:15]2)[c:4]2[n:5][cH:6][cH:7][cH:8][c:9]12. Starting materials: COC(=O)C=1C(=C2C(=NN(C2=CC1)C(C1=CC=CC=C1)(C1=CC=CC=C1)C1=CC=CC=C1)Br)F (3-bromo-4-fluoro-1-trityl-1H-indazole-5-carboxylic acid methyl ester), C(C)(C)(C)P(C1=C(C=CC=C1)C1=CC=CC=C1)C(C)(C)C (2-(di-tert-butylphosphino)biphenyl), [F-].[K+] (potassium fluoride), C(O)([O-])=O.[Na+] (sodium hydrogencarbonate), S1C2=C(C=C1B(O)O)C=CC=C2 (2-benzo[b]thiopheneboronic acid), aqueous solution, FC(C(=O)O)(F)F (trifluoroacetic acid), C(C)(C)[SiH](C(C)C)C(C)C (triisopropylsilane). The reagents and catalysts are C(C)(=O)[O-].[Pd+2].C(C)(=O)[O-] (palladium(II) acetate). Run in C(Cl)Cl (methylene chloride), CN(C=O)C (dimethylformamide). Reaction conditions: temperature 55 celsius, time 1 hour. Yields the product COC(=O)C=1C(=C2C(=NNC2=CC1)C1=CC2=C(S1)C=CC=C2)F (3-Benzo[b]thiophen-2-yl-4-fluoro-1H-5-indazolecarboxylic acid methyl ester). Yield: 47.2%. RXN SMILES: [CH3:1][O:2][C:3]([C:5]1[C:6]([F:34])=[C:7]2[C:11](=[CH:12][CH:13]=1)[N:10](C(C1C=CC=CC=1)(C1C=CC=CC=1)C1C=CC=CC=1)[N:9]=[C:8]2Br)=[O:4].[S:35]1[C:39](B(O)O)=[CH:38][C:37]2[CH:43]=[CH:44][CH:45]=[CH:46][C:36]1=2.[F-].[K+].C(P(C(C)(C)C)C1C=CC=CC=1C1C=CC=CC=1)(C)(C)C.FC(F)(F)C(O)=O.C([SiH](C(C)C)C(C)C)(C)C.C(=O)([O-])O.[Na+]>CN(C)C=O.C(Cl)Cl.C([O-])(=O)C.[Pd+2].C([O-])(=O)C>[CH3:1][O:2][C:3]([C:5]1[C:6]([F:34])=[C:7]2[C:11](=[CH:12][CH:13]=1)[NH:10][N:9]=[C:8]2[C:39]1[S:35][C:36]2[CH:46]=[CH:45][CH:44]=[CH:43][C:37]=2[CH:38]=1)=[O:4] |f:2.3,7.8,11.12.13|. Procedure: To a solution of 515 mg of 3-bromo-4-fluoro-1-trityl-1H-indazole-5-carboxylic acid methyl ester obtained in Production Example II-13-e in 7.5 ml dimethylformamide were sequentially added 267 mg of 2-benzo[b]thiopheneboronic acid, 1 ml of an aqueous solution of 291 mg of potassium fluoride, 30 mg of 2-(di-tert-butylphosphino)biphenyl and 12 mg of palladium(II) acetate, and the mixture was stirred at 55° C. for 1 hour. The reaction mixture was ice-cooled, and then the precipitated crystals were co... RXN SMILES: [Cl:1][C:2]1[CH:7]=[C:6]([Cl:8])[CH:5]=[CH:4][C:3]=1[C@@H:9]1[CH2:14][C@H:13]([C:15]2[O:19][NH:18][C:17](=[O:20])[CH:16]=2)[CH2:12][CH2:11][N:10]1C(OC)=O.Br>>[Cl:1][C:2]1[CH:7]=[C:6]([Cl:8])[CH:5]=[CH:4][C:3]=1[C@@H:9]1[CH2:14][C@H:13]([C:15]2[O:19][NH:18][C:17](=[O:20])[CH:16]=2)[CH2:12][CH2:11][NH:10]1. Reported procedure: (2S,4R)-Methyl 2-(2,4-dichlorophenyl)-4-(3-oxo-2,3-dihydroisoxazol-5-yl)piperidine-1-carboxylate (340 mg, 0.92 mmol) (from example 51, step 3) was diluted with hydrogen bromide (33% in AcOH, 4812 μl, 27.48 mmol) and stirred at ambient temperature for 24 h. Evaporated and the residue purified by preparative HPLC (Instrument: FractionLynx II, Mobilphase: gradient 5-95% MeCN in 0.2% NH3, pH 10, Column: Xbridge Prep C18 5 μm OBD 19*150 mm) to yield 5-((2S,4R)-2-(2,4-dichlorophenyl)piperidin-4-yl)iso... The product is ClC1=C(C=CC(=C1)Cl)[C@H]1NCC[C@H](C1)C1=CC(NO1)=O (5-((2S,4R)-2-(2,4-dichlorophenyl)piperidin-4-yl)isoxazol-3(2H)-one). Reactants: ClC1=C(C=CC(=C1)Cl)[C@H]1N(CC[C@H](C1)C1=CC(NO1)=O)C(=O)OC ((2S,4R)-Methyl 2-(2,4-dichlorophenyl)-4-(3-oxo-2,3-dihydroisoxazol-5-yl)piperidine-1-carboxylate), Br (hydrogen bromide). Conditions: time 24 hour. Reaction SMILES: [C:1]([OH:7])(=[O:6])[CH2:2][C:3](O)=O.C([C:10]1[CH:25]=[CH:24][C:13]([C:14]([O:16][CH2:17][C:18]2[CH:23]=[CH:22][CH:21]=[CH:20][CH:19]=2)=[O:15])=[CH:12][CH:11]=1)=O.N1CCCCC1.C(=O)=O>N1C=CC=CC=1.O>[CH2:17]([O:16][C:14]([C:13]1[CH:24]=[CH:25][C:10]([CH:3]=[CH:2][C:1]([OH:7])=[O:6])=[CH:11][CH:12]=1)=[O:15])[C:18]1[CH:19]=[CH:20][CH:21]=[CH:22][CH:23]=1. Starting materials: C(=O)=O (carbon dioxide), C(=O)C1=CC=C(C(=O)OCC2=CC=CC=C2)C=C1 (benzyl 4-formylbenzoate), N1CCCCC1 (piperidine), C(CC(=O)O)(=O)O (malonic acid). Product: C(C1=CC=CC=C1)OC(=O)C1=CC=C(C=CC(=O)O)C=C1 (4-Benzyloxycarbonylcinnamic Acid). The solvent is N1=CC=CC=C1 (pyridine), O (water). Procedure: 245 g (2.4 mol) of malonic acid were dissolved in 360 ml of pyridine (exothermic, temperature raised to about 50° C.). Then 503 g of the crude benzyl 4-formylbenzoate obtained in step a) and 20 ml of piperidine were added, and the mixture was heated to reflux until the production of carbon dioxide had ceased (about 7 h). The mixture was cooled to room temperature, then 2 l of water were added and the product was precipitated by acidification of the stirred mixture with ca. 600 ml of concentrated...